This data is from the Open Reaction Database (ORD), a public repository of structured organic reaction records. The task is: describe an organic reaction: reactants, conditions, products, and yield The reactants are C(C1=CC=CC=C1)O[C@H]1C[C@@H]([C@H]2O[C@@H]1CO2)OS(=O)(=O)C2=CC=C(C=C2)C (1,6-Anhydro-4-O-benzyl-3-deoxy-2-O-p-toluenesulphonyl-β-D-arabino-hexopyranose), [N-]=[N+]=[N-].[Na+] (sodium azide), C(Cl)(Cl)Cl (Chloroform). Run in CN(C=O)C (N,N-dimethylformamide). Conditions: temperature 150 celsius, time 3 day. Yields the product N(=[N+]=[N-])[C@H]1[C@H]2O[C@@H]([C@H](C1)OCC1=CC=CC=C1)CO2 (1,6-Anhydro-2-azido-4-O-benzyl-2,3-dideoxy-β-D-ribo-hexopyranose). Yield: 89.7%. Reaction SMILES: [CH2:1]([O:8][C@@H:9]1[C@H:14]2[CH2:15][O:16][C@H:12]([O:13]2)[C@@H:11](OS(C2C=CC(C)=CC=2)(=O)=O)[CH2:10]1)[C:2]1[CH:7]=[CH:6][CH:5]=[CH:4][CH:3]=1.[N-:28]=[N+:29]=[N-:30].[Na+].C(Cl)(Cl)Cl>CN(C)C=O>[N:28]([C@@H:11]1[CH2:10][C@H:9]([O:8][CH2:1][C:2]2[CH:7]=[CH:6][CH:5]=[CH:4][CH:3]=2)[C@H:14]2[CH2:15][O:16][C@@H:12]1[O:13]2)=[N+:29]=[N-:30] |f:1.2|. Procedure details: To a solution of 1,6-anhydro-4-O-benzyl-3-deoxy-2-O-p-toluenesulphonyl-β-D-arabino-hexopyranose (See Preparative Example 3) (0.50 g) in N,N-dimethylformamide (10 ml) was added sodium azide (0.25 g) and the mixture was heated with stirring at 150° C. for 3 days. Chloroform was added and the mixture was washed with water (×4), dried (MgSO4) and concentrated to a syrup. Purification by flash chromatography gave the title compound (0.30 g), [α]D -14.8°; 13C-nmr data: 100.8 (C-1), 55.8 (C-2), 24.6 (C... Procedure: To a solution of (2-chlorophenyl)-(4-chloro-2-methylsulfanylpyrimidin-5-yl)methanol (10.8 g, 35.75 mmol) in toluene (150 mL) was added manganese (IV) oxide (Aldrich) (31.2 g, 10 eq). The resulting mixture was heated to reflux with stirring for a total of 2.5 hours. The reaction was then filtered hot through a 3.5 cm pad of Celite. The pad of Celite was rinsed with hot ethyl acetate, and the filtrate was concentrated to give a crude oil. Purification by Flash Column Chromatography on Silica Gel e... The reactants are ClC1=C(C=CC=C1)C(O)C=1C(=NC(=NC1)SC)Cl ((2-chlorophenyl)-(4-chloro-2-methylsulfanylpyrimidin-5-yl)methanol). The reagents and catalysts are [O-2].[Mn+4].[O-2] (manganese (IV) oxide). Run in C1(=CC=CC=C1)C (toluene). Product: ClC1=NC(=NC=C1C(=O)C1=C(C=CC=C1)Cl)SC ((4-chloro-2-methylsulfanylpyrimidin-5-yl)-(2-chlorophenyl)-methanone). RXN SMILES: [Cl:1][C:2]1[CH:7]=[CH:6][CH:5]=[CH:4][C:3]=1[CH:8]([C:10]1[C:11]([Cl:18])=[N:12][C:13]([S:16][CH3:17])=[N:14][CH:15]=1)[OH:9]>C1(C)C=CC=CC=1.[O-2].[Mn+4].[O-2]>[Cl:18][C:11]1[C:10]([C:8]([C:3]2[CH:4]=[CH:5][CH:6]=[CH:7][C:2]=2[Cl:1])=[O:9])=[CH:15][N:14]=[C:13]([S:16][CH3:17])[N:12]=1 |f:2.3.4|. Run at time 2.5 hour. Starting materials: FC=1C=C(CCl)C=CC1 (3-fluorobenzyl chloride), NC1CN2CCC1CC2 (3-aminoquinuclidine), CCOCC (ether), CCOCC (ether). Reaction conditions: time 16 hour. Yields the product Cl.N12CC(C(CC1)CC2)NC(C2=CC(=CC=C2)F)=O (N-(1-Azabicyclo[2.2.2]oct-3-yl)-3-fluorobenzamide, Monohydrochloride). As a reaction SMILES: [F:1][C:2]1[CH:3]=[C:4]([CH:7]=[CH:8][CH:9]=1)[CH2:5][Cl:6].[NH2:10][CH:11]1[CH:16]2[CH2:17][CH2:18][N:13]([CH2:14][CH2:15]2)[CH2:12]1.CC[O:21]CC>>[ClH:6].[N:13]12[CH2:18][CH2:17][CH:16]([CH2:15][CH2:14]1)[CH:11]([NH:10][C:5](=[O:21])[C:4]1[CH:7]=[CH:8][CH:9]=[C:2]([F:1])[CH:3]=1)[CH2:12]2 |f:3.4|. Procedure details: In a closed system, a solution of 3-fluorobenzyl chloride (7.93 g, 0.050 mole) in 30 ml ether was added dropwise to a stirred solution of 3-aminoquinuclidine (6.3 g, 0.050 mole) in 100 ml ether. After the addition was completed, the mixture was stirred at ambient temperature for 16 hr. The solid hydrochloride salt was collected under a nitrogen atmosphere and vacuum dried for 2 hr, to yield 13.11 g (92.1%). The salt was recrystallized from absolute ethanol-isopropyl ether to give 8.87 g of a whi... Reactants: CS(=O)(=O)O (methanesulfonic acid), O[C@H]1C[C@@H]2CC[C@H]3[C@@H]4CC[C@H](C(CSC#N)=O)[C@]4(CC[C@@H]3[C@]2(C[C@@H]1N1CC(OCC1)(C)C)C)C ((2β,3α,5α)-3-hydroxy-2-(2,2-dimethyl-4-morpholinyl)-21-thiocyanatopregnan-20-one). Run in CO (methanol). Yields the product CS(=O)(=O)O.O[C@H]1C[C@@H]2CC[C@H]3[C@@H]4CC[C@H](C(CSC#N)=O)[C@]4(CC[C@@H]3[C@]2(C[C@@H]1N1CC(OCC1)(C)C)C)C ((2β,3α,5α)-3-hydroxy-2-(2,2-dimethyl-4-morpholinyl)-21-thiocyanatopregnan-20-one methanesulfonate), salt. RXN SMILES: [CH3:1][S:2]([OH:5])(=[O:4])=[O:3].[OH:6][C@@H:7]1[C@@H:29]([N:30]2[CH2:35][CH2:34][O:33][C:32]([CH3:37])([CH3:36])[CH2:31]2)[CH2:28][C@@:27]2([CH3:38])[C@@H:9]([CH2:10][CH2:11][C@@H:12]3[C@@H:26]2[CH2:25][CH2:24][C@@:23]2([CH3:39])[C@H:13]3[CH2:14][CH2:15][C@@H:16]2[C:17](=[O:22])[CH2:18][S:19][C:20]#[N:21])[CH2:8]1>CO>[CH3:1][S:2]([OH:5])(=[O:4])=[O:3].[OH:6][C@@H:7]1[C@@H:29]([N:30]2[CH2:35][CH2:34][O:33][C:32]([CH3:37])([CH3:36])[CH2:31]2)[CH2:28][C@@:27]2([CH3:38])[C@@H:9]([CH2:10][CH2:11][C@@H:12]3[C@@H:26]2[CH2:25][CH2:24][C@@:23]2([CH3:39])[C@H:13]3[CH2:14][CH2:15][C@@H:16]2[C:17](=[O:22])[CH2:18][S:19][C:20]#[N:21])[CH2:8]1 |f:3.4|. Reported procedure: A solution of methanesulfonic acid (88 mg) in methanol (100 ml) was added to (2β,3α,5α)-3-hydroxy-2-(2,2-dimethyl-4-morpholinyl)-21-thiocyanatopregnan-20-one (445 mg) and the solvent was removed from the resulting solution to give (2β,3α,5α)-3-hydroxy-2-(2,2-dimethyl-4-morpholinyl)-21-thiocyanatopregnan-20-one methanesulfonate (1:1) salt (432 mg). [α]D +100.8° (c 0.4). Reactants: BrC1=C2CC(C(C2=CC(=C1C)C)OC)C (4-bromo-1-methoxy-2,5,6-trimethylindane), [Li]CCCC (n-BuLi), O (water), C1CO1 (ethylene oxide). The solvent is C1CCOC1 (THF), hexanes. Reaction conditions: temperature -110 celsius, time 40 minute. The product is COC1C(CC2=C(C(=C(C=C12)C)C)CCO)C (2-(1-Methoxy-2,5,6-trimethyl-2,3-dihydro-1H-inden-4-yl)ethanol). RXN SMILES: Br[C:2]1[C:10]([CH3:11])=[C:9]([CH3:12])[CH:8]=[C:7]2[C:3]=1[CH2:4][CH:5]([CH3:15])[CH:6]2[O:13][CH3:14].[Li]CCCC.[CH2:21]1[O:23][CH2:22]1.O>C1COCC1>[CH3:14][O:13][CH:6]1[C:7]2[C:3](=[C:2]([CH2:21][CH2:22][OH:23])[C:10]([CH3:11])=[C:9]([CH3:12])[CH:8]=2)[CH2:4][CH:5]1[CH3:15]. Procedure: To a solution of 52.77 g (196.0 mmol) of 4-bromo-1-methoxy-2,5,6-trimethylindane in 300 ml of THF 156.8 ml of 2.5 M (392.1 mmol) n-BuLi in hexanes was added for 20 min at −80° C. This mixture was stirred for 40 min at this temperature, cooled to −110° C., and 17.27 g (392.1 mmol) of ethylene oxide was added by one portion at vigorous stirring. The resulting mixture was stirred for 12 h at room temperature, and then 10 ml of water was added. The organic layer was separated and evaporated to dryne... Starting materials: COC=1C=C(C=CC1OC)C1=NC=C(C=C1)[N+](=O)[O-] (2-(3,4-dimethoxyphenyl)-5-nitropyridine). The reagents and catalysts are [Ni] (Ni). Solvent: CO (MeOH), C1CCOC1 (THF). Reaction conditions: time 15 hour. The product is COC=1C=C(C=CC1OC)C1=CC=C(C=N1)N (6-(3,4-dimethoxy-phenyl)-pyridin-3-ylamine). RXN SMILES: [CH3:1][O:2][C:3]1[CH:4]=[C:5]([C:11]2[CH:16]=[CH:15][C:14]([N+:17]([O-])=O)=[CH:13][N:12]=2)[CH:6]=[CH:7][C:8]=1[O:9][CH3:10]>CO.C1COCC1.[Ni]>[CH3:1][O:2][C:3]1[CH:4]=[C:5]([C:11]2[N:12]=[CH:13][C:14]([NH2:17])=[CH:15][CH:16]=2)[CH:6]=[CH:7][C:8]=1[O:9][CH3:10]. Procedure: To a mixture of 2-(3,4-dimethoxyphenyl)-5-nitropyridine (Interchim, Montlucon, France, 2.85 g, 10.95 mmol) in MeOH (27 ml) and THF (27 ml), Ra/Ni catalyst (1.10 g, 10.95 mmol) was added and shaked under hydrogen at rt for 15 h. After that, the RM was filtered over celite, the catalyst was washed with MeOH and the filtrate was evaporated to dryness to give the title compound as an off-white solid. (HPLC: tR 2.22 min (Method A); M+H=231 MS-ES) Starting materials: [N+](=O)([O-])C=1C=C(C(=CC1)NCCC)C=1OC2=C(N1)C=C(C=C2)C2=CC(=C(C=C2)Cl)C (2-(3-nitro-6-propylaminophenyl)-5-(3-methyl-4-chlorophenyl)benzoxazole). The reagents and catalysts are [Zn] (zinc). Yields the product NC=1C=C(C(=CC1)NCCC)C=1OC2=C(N1)C=C(C=C2)C2=CC(=C(C=C2)Cl)C (2-(3-Amino-6-propylaminophenyl)-5-(3-methyl-4-chlorophenyl)benzoxazole). As a reaction SMILES: [N+:1]([C:4]1[CH:5]=[C:6]([C:14]2[O:15][C:16]3[CH:22]=[CH:21][C:20]([C:23]4[CH:28]=[CH:27][C:26]([Cl:29])=[C:25]([CH3:30])[CH:24]=4)=[CH:19][C:17]=3[N:18]=2)[C:7]([NH:10][CH2:11][CH2:12][CH3:13])=[CH:8][CH:9]=1)([O-])=O>[Zn]>[NH2:1][C:4]1[CH:5]=[C:6]([C:14]2[O:15][C:16]3[CH:22]=[CH:21][C:20]([C:23]4[CH:28]=[CH:27][C:26]([Cl:29])=[C:25]([CH3:30])[CH:24]=4)=[CH:19][C:17]=3[N:18]=2)[C:7]([NH:10][CH2:11][CH2:12][CH3:13])=[CH:8][CH:9]=1. Reported procedure: Prepared by the method of Example 47b), from 2-(3-nitro-6-propylaminophenyl)-5-(3-methyl-4-chlorophenyl)benzoxazole (230 mg, 0.48 mmol) and zinc (314 mg, 4.8 mmol) the subtitle compound was obtained (187 mg, 100%). MS 392.3 m/z (M+H)+.